The task is: describe an organic reaction: reactants, conditions, products, and yield. This data is from the Open Reaction Database (ORD), a public repository of structured organic reaction records. Reactants: COCCOC (DME), O1C(=CC=C1)CNC(=O)C1=NC2=C(C=NC=C2C=C1)Br (8-Bromo-[1,6]naphthyridine-2-carboxylic acid (furan-2-ylmethyl)-amide), C([O-])([O-])=O.[Na+].[Na+] (sodium carbonate), OB(C1=CC=C(S1)C(=O)O)O (5-(dihydroxylboryl)-2-thiophene carboxylic acid), dichloro(bistriphenylphosphine)palladium (II). The solvent is O (water), CO (methanol). Product: O1C(=CC=C1)CNC(=O)C1=NC2=C(C=NC=C2C=C1)C1=CC=C(S1)C(=O)O (5-{2-[(Furan-2-ylmethyl)-carbamoyl]-[1,6]naphthyridin-8-yl}thiophene-2-carboxylic acid). RXN SMILES: [O:1]1[CH:5]=[CH:4][CH:3]=[C:2]1[CH2:6][NH:7][C:8]([C:10]1[CH:19]=[CH:18][C:17]2[C:12](=[C:13](Br)[CH:14]=[N:15][CH:16]=2)[N:11]=1)=[O:9].OB(O)[C:23]1[S:27][C:26]([C:28]([OH:30])=[O:29])=[CH:25][CH:24]=1.C(=O)([O-])[O-].[Na+].[Na+].COCCOC>CO.O>[O:1]1[CH:5]=[CH:4][CH:3]=[C:2]1[CH2:6][NH:7][C:8]([C:10]1[CH:19]=[CH:18][C:17]2[C:12](=[C:13]([C:23]3[S:27][C:26]([C:28]([OH:30])=[O:29])=[CH:25][CH:24]=3)[CH:14]=[N:15][CH:16]=2)[N:11]=1)=[O:9] |f:2.3.4|. Procedure: Compound 3 (above, 1 equiv.), 5-(dihydroxylboryl)-2-thiophene carboxylic acid (1 equiv.), dichloro(bistriphenylphosphine)palladium (II) (0.02 equiv.), and sodium carbonate (1.5 equiv.) are combined with 7:3:2; DME:water:methanol (4 mL) in a microwavable reaction tube. The reaction mixture is irradiated in the microwave at 140° C. for 300 seconds and then cooled to room temperature. The crude mixture is concentrated in vacuo, affording a green-brown solid. Purification via silica gel chromatograp... Reactants: C(C)(C)(C)OC(N[C@H]([C@H](C[C@@H](CC)C(=O)N1C(O[C@H]2[C@@H]1C=1C=CC=CC1C2)(C)C)O)CC2=CC(=CC(=C2)F)F)=O ((1S,2S,4R)-[1-(3,5-Difluorobenzyl)-4-((3aS,8aR)-2,2-dimethyl-8,8a-dihydro-3aH-indeno[1,2-d]oxazole-3-carbonyl)-2-hydroxyhexyl]-carbamic acid tert-butyl ester), O.C1(=CC=C(C=C1)S(=O)(=O)O)C (p-toluenesulfonic acid monohydrate). Run in C1(=CC=CC=C1)C (toluene). Run at time 18 hour. Product: C(C)(C)(C)OC(N[C@@H](CC1=CC(=CC(=C1)F)F)[C@H]1OC([C@@H](C1)CC)=O)=O ([2-(3,5-Difluorophenyl)-1-(S)-(4-(R)-ethyl-5-oxo-tetrahydrofuran-2-(S)-yl)-ethyl]-carbamic acid tert-butyl ester). As a reaction SMILES: [C:1]([O:5][C:6](=[O:40])[NH:7][C@@H:8]([CH2:31][C:32]1[CH:37]=[C:36]([F:38])[CH:35]=[C:34]([F:39])[CH:33]=1)[C@@H:9]([OH:30])[CH2:10][C@H:11]([C:14](N1[C@H]2C3C=CC=CC=3C[C@H]2OC1(C)C)=[O:15])[CH2:12][CH3:13])([CH3:4])([CH3:3])[CH3:2].O.C1(C)C=CC(S(O)(=O)=O)=CC=1>C1(C)C=CC=CC=1>[C:1]([O:5][C:6](=[O:40])[NH:7][C@H:8]([C@@H:9]1[CH2:10][C@@H:11]([CH2:12][CH3:13])[C:14](=[O:15])[O:30]1)[CH2:31][C:32]1[CH:33]=[C:34]([F:39])[CH:35]=[C:36]([F:38])[CH:37]=1)([CH3:2])([CH3:3])[CH3:4] |f:1.2|. Procedure: (1S,2S,4R)-[1-(3,5-Difluorobenzyl)-4-((3aS,8aR)-2,2-dimethyl-8,8a-dihydro-3aH-indeno[1,2-d]oxazole-3-carbonyl)-2-hydroxyhexyl]-carbamic acid tert-butyl ester (VIII, 60 mg) was dissolved in 5:1 toluene/CH2C12 (3 mL), and p-toluenesulfonic acid monohydrate (23 mg) was added. This was stirred at rt for 18 h. The mixture was then filtered, and partitioned between half-saturated NaHCO3 (3 mL) and 1:1 EtOAc/hexanes (2×3 mL). The combined organic layers were dried (MgSO4), filtered, and concentrated un...